Dataset: the Open Reaction Database (ORD), a public repository of structured organic reaction records. Task: describe an organic reaction: reactants, conditions, products, and yield Starting materials: ClC1=CC=C(C=C1)N1C=NC(=C1C(F)(F)F)C(=O)OCC (ethyl 1-(4-chlorophenyl)-5-(trifluoromethyl)-1H-imidazole-4-carboxylate), [OH-].[Na+] (sodium hydroxide). RXN SMILES: [Cl:1][C:2]1[CH:7]=[CH:6][C:5]([N:8]2[C:12]([C:13]([F:16])([F:15])[F:14])=[C:11]([C:17]([O:19]CC)=[O:18])[N:10]=[CH:9]2)=[CH:4][CH:3]=1.[OH-].[Na+]>CCO.O>[Cl:1][C:2]1[CH:3]=[CH:4][C:5]([N:8]2[C:12]([C:13]([F:16])([F:14])[F:15])=[C:11]([C:17]([OH:19])=[O:18])[N:10]=[CH:9]2)=[CH:6][CH:7]=1 |f:1.2|. Conditions: time 8 hour. Yields the product ClC1=CC=C(C=C1)N1C=NC(=C1C(F)(F)F)C(=O)O (1-(4-chlorophenyl)-5-(trifluoromethyl)-1H-imidazole-4-carboxylic acid). Procedure details: To a solution of ethyl 1-(4-chlorophenyl)-5-(trifluoromethyl)-1H-imidazole-4-carboxylate (800 mg, 2.51 mmol) in EtOH (20 mL) was added a predissolved solution of sodium hydroxide (1004 mg, 25.1 mmol) in Water (5.00 mL). The reaction was stirred overnight at room temperature. The next day, the reaction was concentrated in vacuo, acidified with dilute HCl and extracted 2×EtOAc. The organic layers were dried over MgSO4, filtered, and concentrated to give 1-(4-chlorophenyl)-5-(trifluoromethyl)-1H-im... Isolated yield 54.8%. Solvent: CCO (EtOH), O (Water). Reactants: Brc1ncccn1, Cc1ccccc1, CCOC(C)=O, Cc1ccc(B(O)O)cc1[N+](=O)[O-], [Na+], [Na+], O=C([O-])[O-], c1ccc(P(c2ccccc2)(c2ccccc2)[Pd](P(c2ccccc2)(c2ccccc2)c2ccccc2)(P(c2ccccc2)(c2ccccc2)c2ccccc2)P(c2ccccc2)(c2ccccc2)c2ccccc2)cc1. The product is Cc1ccc(-c2ncccn2)cc1[N+](=O)[O-]. As a reaction SMILES: [Br:21][c:22]1[n:23][cH:24][cH:25][cH:26][n:27]1.[CH3:1][c:2]1[cH:3][cH:4][cH:5][cH:6][cH:7]1.[CH3:34][CH2:35][O:36][C:37](=[O:38])[CH3:39].[CH3:8][c:9]1[c:10]([N+:18](=[O:19])[O-:20])[cH:11][c:12]([B:15]([OH:16])[OH:17])[cH:13][cH:14]1.[Na+:28].[Na+:29].[O-:30][C:31](=[O:32])[O-:33].[cH:40]1[cH:41][cH:42][c:43]([P:44]([Pd:45]([P:46]([c:47]2[cH:48][cH:49][cH:50][cH:51][cH:52]2)([c:53]2[cH:54][cH:55][cH:56][cH:57][cH:58]2)[c:59]2[cH:60][cH:61][cH:62][cH:63][cH:64]2)([P:65]([c:66]2[cH:67][cH:68][cH:69][cH:70][cH:71]2)([c:72]2[cH:73][cH:74][cH:75][cH:76][cH:77]2)[c:78]2[cH:79][cH:80][cH:81][cH:82][cH:83]2)[P:84]([c:85]2[cH:86][cH:87][cH:88][cH:89][cH:90]2)([c:91]2[cH:92][cH:93][cH:94][cH:95][cH:96]2)[c:97]2[cH:98][cH:99][cH:100][cH:101][cH:102]2)([c:103]2[cH:104][cH:105][cH:106][cH:107][cH:108]2)[c:109]2[cH:110][cH:111][cH:112][cH:113][cH:114]2)[cH:115][cH:116]1>>[CH3:8][c:9]1[c:10]([N+:18](=[O:19])[O-:20])[cH:11][c:12](-[c:22]2[n:23][cH:24][cH:25][cH:26][n:27]2)[cH:13][cH:14]1. Reactants: COc1ccc(CCCC(O)c2ccc(OC)c(OC)c2)cc1OC, COc1ccc(C=O)cc1OC, [Cl-], [NH4+], C1CCOC1. Product: COc1ccc(CCCC(=O)c2ccc(OC)c(OC)c2)cc1OC. RXN SMILES: [CH3:1][O:2][c:3]1[cH:4][c:5]([CH:11]([CH2:12][CH2:13][CH2:14][c:15]2[cH:16][c:17]([O:23][CH3:24])[c:18]([O:21][CH3:22])[cH:19][cH:20]2)[OH:25])[cH:6][cH:7][c:8]1[O:9][CH3:10].[CH3:26][O:27][c:28]1[c:29]([O:30][CH3:31])[cH:32][c:33]([CH:34]=[O:35])[cH:36][cH:37]1.[Cl-:38].[NH4+:39].[O:40]1[CH2:41][CH2:42][CH2:43][CH2:44]1>>[CH3:1][O:2][c:3]1[cH:4][c:5]([C:11]([CH2:12][CH2:13][CH2:14][c:15]2[cH:16][c:17]([O:23][CH3:24])[c:18]([O:21][CH3:22])[cH:19][cH:20]2)=[O:25])[cH:6][cH:7][c:8]1[O:9][CH3:10]. The product is C(C1=CC=CC=C1)OC1=CC=C(C=C1)CCOC1CCCC1 (4-(2-Cyclopentyloxyethyl)-phenol benzyl ether). Conditions: temperature 80 celsius. The reactants are C1=CC=CC=C1 (benzene), C1(CCCC1)O (cyclopentanol), [Na] (sodium), S(=O)(=O)(C1=CC=C(C)C=C1)OCCC1=CC=C(C=C1)OCC1=CC=CC=C1 (2-(4-benzyloxyphenyl)ethanol tosylate), [Na] (sodium), C1=CC=CC=C1 (benzene). The solvent is O (water). RXN SMILES: [CH:1]1([OH:6])[CH2:5][CH2:4][CH2:3][CH2:2]1.[Na].C1C=CC=CC=1.S(O[CH2:25][CH2:26][C:27]1[CH:32]=[CH:31][C:30]([O:33][CH2:34][C:35]2[CH:40]=[CH:39][CH:38]=[CH:37][CH:36]=2)=[CH:29][CH:28]=1)(C1C=CC(C)=CC=1)(=O)=O>O>[CH2:34]([O:33][C:30]1[CH:29]=[CH:28][C:27]([CH2:26][CH2:25][O:6][CH:1]2[CH2:5][CH2:4][CH2:3][CH2:2]2)=[CH:32][CH:31]=1)[C:35]1[CH:36]=[CH:37][CH:38]=[CH:39][CH:40]=1 |^1:6|. Procedure details: 24.11 g of cyclopentanol and then 1.63 g of sodium are introduced into a 250 ml round-bottomed flask. The mixture is heated at 110°-120° C. until the sodium has disappeared. The mixture is then cooled and 80 cc of benzene are added. 26.77 g of 2-(4-benzyloxyphenyl)ethanol tosylate are then introduced in portions. The mixture is heated at 80° C. for 3 hours. The benzene is driven off, the residue is taken up in water and the solution is extracted with ethyl acetate. This gives an oil. The reactants are C(CCCSSCCCC(=O)O)(=O)O (4,4′-dithiodibutyric acid), CS(=O)(=O)O (methanesulfonic acid), NCCCCCCO (6-amino-1-hexanol). The solvent is C(C(C)C)C(=O)C (methyl isobutyl ketone). Reaction conditions: temperature 120 celsius, time 10 minute. Product: methanesulfonate salt, C(CCCSSCCCC(=O)OCCCCCCN)(=O)OCCCCCCN (di(6-aminohexyl) 4,4′-dithiodibutyrate). As a reaction SMILES: CS(O)(=O)=O.[NH2:6][CH2:7][CH2:8][CH2:9][CH2:10][CH2:11][CH2:12][OH:13].[C:14]([OH:27])(=O)[CH2:15][CH2:16][CH2:17][S:18][S:19][CH2:20][CH2:21][CH2:22][C:23]([OH:25])=[O:24]>C(C(C)=O)C(C)C>[C:23]([O:25][CH2:12][CH2:11][CH2:10][CH2:9][CH2:8][CH2:7][NH2:6])(=[O:24])[CH2:22][CH2:21][CH2:20][S:19][S:18][CH2:17][CH2:16][CH2:15][C:14]([O:13][CH2:12][CH2:11][CH2:10][CH2:9][CH2:8][CH2:7][NH2:6])=[O:27]. Procedure: 5.1 g of methanesulfonic acid (manufactured by Wako Pure Chemical Industries, Ltd.) was added dropwise, under an atmosphere of nitrogen and at 70° C., to 5.9 g of 6-amino-1-hexanol. After stirring for 10 minutes, 6.0 g of 4,4′-dithiodibutyric acid (manufactured by Tokyo Chemical Industry Co., Ltd.) was added, and the resulting mixture was heated to 120° C. and then stirred at 110° C. for 4 hours. Following completion of the reaction, the reaction mixture was cooled to room temperature and then a...